From a dataset of the Open Reaction Database (ORD), a public repository of structured organic reaction records. describe an organic reaction: reactants, conditions, products, and yield Reactants: O (water), [OH-].[K+] (potassium hydroxide), BrCCO (2-bromoethanol), OC1=C2CCC(NC2=CC=C1)=O (5-hydroxy-3,4-dihydrocarbostyril). Run in CO (methanol). The product is OCCOC1=C2CCC(NC2=CC=C1)=O (5-(2-hydroxyethoxy)-3,4-dihydrocarbostyril). Yield: 16.5%. Reaction SMILES: [OH-].[K+].[OH:3][C:4]1[CH:13]=[CH:12][CH:11]=[C:10]2[C:5]=1[CH2:6][CH2:7][C:8](=[O:14])[NH:9]2.Br[CH2:16][CH2:17][OH:18].O>CO>[OH:18][CH2:17][CH2:16][O:3][C:4]1[CH:13]=[CH:12][CH:11]=[C:10]2[C:5]=1[CH2:6][CH2:7][C:8](=[O:14])[NH:9]2 |f:0.1|. Procedure: 4.2 Grams of potassium hydroxide were dissolved in 200 ml of methanol, then 10 g of 5-hydroxy-3,4-dihydrocarbostyril were added thereto. Next, 10 g of 2-bromoethanol were added dropwise thereto under refluxing conditions. The reaction mixture was further refluxed for 4 hours, then was concentrated. To the residue thus obtained was added water, and the insoluble matter was collected by filtration, and was washed with water, then recrystallized from methanol to yield 2.1 g of 5-(2-hydroxyethoxy)-3... Reaction SMILES: [CH3:16][I:17].[CH3:18][OH:19].[CH3:2][c:3]1[n:4][c:5](=[O:15])[nH:6][n:7][c:8]1-[c:9]1[cH:10][cH:11][cH:12][cH:13][cH:14]1.[K:1]>>[CH3:2][c:3]1[n:4][c:5](=[O:15])[n:6]([CH3:16])[n:7][c:8]1-[c:9]1[cH:10][cH:11][cH:12][cH:13][cH:14]1. Yields the product Cc1nc(=O)n(C)nc1-c1ccccc1. Reactants: CI, CO, Cc1nc(=O)[nH]nc1-c1ccccc1, [K]. Starting materials: C(C)OC(C[C@H](C(C)C)NC(=O)OCC1=CC=CC=C1)=O (3(R)-benzyloxycarbonylamino-4-methylpentanoic acid ethyl ester), CNC (dimethylamine). Yields the product CN(C(C[C@H](C(C)C)NC(=O)OCC1=CC=CC=C1)=O)C (3(R)-Benzyloxycarbonylamino-4-methylpentanoic acid N,N-dimethylamide). Reaction SMILES: C([O:3][C:4](=O)[CH2:5][C@@H:6]([NH:10][C:11]([O:13][CH2:14][C:15]1[CH:20]=[CH:19][CH:18]=[CH:17][CH:16]=1)=[O:12])[CH:7]([CH3:9])[CH3:8])C.[CH3:22][NH:23][CH3:24]>>[CH3:22][N:23]([CH3:24])[C:4](=[O:3])[CH2:5][C@@H:6]([NH:10][C:11]([O:13][CH2:14][C:15]1[CH:20]=[CH:19][CH:18]=[CH:17][CH:16]=1)=[O:12])[CH:7]([CH3:9])[CH3:8]. Procedure details: 2.23 g of 3(R)-benzyloxycarbonylamino-4-methylpentanoic acid ethyl ester and 50 ml of 30% dimethylamine (in methanol) are stirred for 6 days at 75° C. in a bomb tube. The reaction mixture is concentrated by evaporation and the residue is purified by FC (dichloromethane/methanol=97:3). The title compound is obtained: Rf (dichloro-methane/methanol=95:5)=0.40. Starting materials: C1=CC(=CC=C1Cl)Cl (dichlorobenzene), C(C1=CC=CC=C1)(=O)Cl (benzoyl chloride), [Cl-].[Al+3].[Cl-].[Cl-] (aluminum chloride). The product is ClC1=C(C(=O)C2=CC=CC=C2)C=C(C=C1)Cl (2,5-dichlorobenzophenone). Yield: 20.0%. RXN SMILES: [CH:1]1[C:6]([Cl:7])=[CH:5][CH:4]=[C:3]([Cl:8])[CH:2]=1.[C:9](Cl)(=[O:16])[C:10]1[CH:15]=[CH:14][CH:13]=[CH:12][CH:11]=1.[Cl-].[Al+3].[Cl-].[Cl-]>>[Cl:7][C:6]1[CH:5]=[CH:4][C:3]([Cl:8])=[CH:2][C:1]=1[C:9]([C:10]1[CH:15]=[CH:14][CH:13]=[CH:12][CH:11]=1)=[O:16] |f:2.3.4.5|. Reported procedure: In one example of the prior methods just described, after heating dichlorobenzene and benzoyl chloride with aluminum chloride for 49 hours at 150° to 170° C., 2,5-dichlorobenzophenone was obtained in only 20% yield. (Th. de Crauw, Rec. Trav. Chim. Pay Bas 50, 767, (1931)). In another case, 2,5-dichlorobenzophenone was obtained in 0.8% yield, together with appreciable amounts of other isomers, after running the reaction in nitrobenzene for 10 hours at 100° C. (P. A. Goodman et al., J. Chem. Soc. ... The reactants are CCCCCC1C=CC(CCCCC)C(C(=O)OCC)S1, CCO, [Na+], [OH-]. The product is CCCCCC1C=CC(CCCCC)C(C(=O)O)S1. Reaction SMILES: [CH2:1]([CH2:2][CH2:3][CH2:4][CH3:5])[CH:6]1[CH:7]([C:17](=[O:18])[O:19][CH2:20][CH3:21])[S:8][CH:9]([CH2:12][CH2:13][CH2:14][CH2:15][CH3:16])[CH:10]=[CH:11]1.[CH3:24][CH2:25][OH:26].[Na+:23].[OH-:22]>>[CH2:1]([CH2:2][CH2:3][CH2:4][CH3:5])[CH:6]1[CH:7]([C:17](=[O:18])[OH:19])[S:8][CH:9]([CH2:12][CH2:13][CH2:14][CH2:15][CH3:16])[CH:10]=[CH:11]1. Reactants: Cl (hydrochloric acid), C([O-])(O)=O.[Na+] (Sodium bicarbonate), ClC(=O)OC (methyl chloroformate), C(=O)(O)[C@H](O)[C@@H](O)C(=O)O.C(C1=CC=CC=C1)OC(C(C)(OC1=CC(=CC=C1)[C@H]1CNCCC1)C)=O ((S)-2-methyl-2-(3-piperidin-3-yl-phenoxy)-propionic acid benzyl ester-L-(+)-tartrate salt). Run in C(Cl)Cl (methlyene chloride), O (water), O (water). Run at time 2 hour. Yields the product COC(=O)N1C[C@@H](CCC1)C1=CC(=CC=C1)OC(C)(C)C(=O)OCC1=CC=CC=C1 ((S)-3-[3-(1-Benzyloxycarbonyl-1-methyl-ethoxy)-phenyl]-piperidine-1-carboxylic acid methyl ester). The yield is 91.1%. As a reaction SMILES: C([C@@H]([C@H](C(O)=O)O)O)(O)=O.[CH2:11]([O:18][C:19](=[O:36])[C:20]([CH3:35])([O:22][C:23]1[CH:28]=[CH:27][CH:26]=[C:25]([C@@H:29]2[CH2:34][CH2:33][CH2:32][NH:31][CH2:30]2)[CH:24]=1)[CH3:21])[C:12]1[CH:17]=[CH:16][CH:15]=[CH:14][CH:13]=1.C(=O)(O)[O-].[Na+].Cl[C:43]([O:45][CH3:46])=[O:44].Cl>C(Cl)Cl.O>[CH3:46][O:45][C:43]([N:31]1[CH2:32][CH2:33][CH2:34][C@@H:29]([C:25]2[CH:26]=[CH:27][CH:28]=[C:23]([O:22][C:20]([C:19]([O:18][CH2:11][C:12]3[CH:17]=[CH:16][CH:15]=[CH:14][CH:13]=3)=[O:36])([CH3:21])[CH3:35])[CH:24]=2)[CH2:30]1)=[O:44] |f:0.1,2.3|. Procedure: (S)-2-methyl-2-(3-piperidin-3-yl-phenoxy)-propionic acid benzyl ester-L-(+)-tartrate salt (Preparation 3, Method F; 119 mg, 0.24 mmol) was dissolved in 2 mL methlyene chloride and 1 mL water. Sodium bicarbonate (79 mg, 0.95 mmol) and methyl chloroformate (37 mL, 0.47 mmol) were added, and the biphasic mixture and resulting mixture stirred at ambient temperature for 2 h. The mixture was diluted with water (50 mL), acidified with 1N aqueous hydrochloric acid and extracted with diethyl ether (2×50 ... The reactants are BrC1=C(C=CC=C1)S(=O)(=O)Cl (2-Bromobenzenesulfonyl chloride), C(C)(=O)O (acetic acid), CC(C)O (2-propanol), N1=CC=CC=C1 (Pyridine). Run in C(C)(C)(C)OC (methyl tert-butyl ether). Product: BrC1=C(C=CC=C1)S(=O)(=O)OC(C)C (2-Bromobenzenesulfonic acid, 1-methylethyl ester). As a reaction SMILES: [Br:1][C:2]1[CH:7]=[CH:6][CH:5]=[CH:4][C:3]=1[S:8](Cl)(=[O:10])=[O:9].[CH3:12][CH:13]([OH:15])[CH3:14].N1C=CC=CC=1.C(O)(=O)C>C(OC)(C)(C)C>[Br:1][C:2]1[CH:7]=[CH:6][CH:5]=[CH:4][C:3]=1[S:8]([O:15][CH:13]([CH3:14])[CH3:12])(=[O:10])=[O:9]. Procedure: 2-Bromobenzenesulfonyl chloride (50 g, 0.19 mol) was suspended in 2-propanol (45 mL, 3 equiv.) and the slurry was cooled to less than 10° C. Pyridine (32 mL, 2 equiv.) was added in portions while maintaining the reaction temperature below 10° C. After reaction completion (ca. 3 hours), 11 mL of glacial acetic acid followed by 250 mL of methyl tert-butyl ether (MTBE) were added. The layers were separated and the rich organic layer was successively washed with 125 mL of iN aqueous hydrochloric aci...